Dataset: the Open Reaction Database (ORD), a public repository of structured organic reaction records. Task: describe an organic reaction: reactants, conditions, products, and yield The reactants are CS(=O)C (methyl sulfoxide), C(CC)(=O)C=1C(CC(CC1O)C=1C=CC2=C(N(C(CO2)=O)CC#C)C1)=O (2-propionyl-3-hydroxy-5-(N-(2-propynyl)-3-oxo-(2H)-1,4-benzoxazin-6-yl)cyclohex-2-en-1-one), Cl.C(C)ON (ethoxyamine hydrochloride), C(C)(=O)[O-].[Na+] (sodium acetate). Solvent: Cl (HCl). Reaction conditions: time 3.5 hour. Yields the product C(C)ON=C(CC)C=1C(CC(CC1O)C=1C=CC2=C(N(C(CO2)=O)CC#C)C1)=O (2-(1-(Ethoxyimino)propyl)-3-hydroxy-5-(N-(2-propynyl)-3-oxo-(2H)-1,4-benzoxazin-6-yl)cyclohex-2-en-1-one). Reaction SMILES: CS(C)=O.[C:5]([C:9]1[C:10](=[O:30])[CH2:11][CH:12]([C:16]2[CH:17]=[CH:18][C:19]3[O:24][CH2:23][C:22](=[O:25])[N:21]([CH2:26][C:27]#[CH:28])[C:20]=3[CH:29]=2)[CH2:13][C:14]=1[OH:15])(=O)[CH2:6][CH3:7].Cl.[CH2:32]([O:34][NH2:35])[CH3:33].C([O-])(=O)C.[Na+]>Cl>[CH2:32]([O:34][N:35]=[C:5]([C:9]1[C:10](=[O:30])[CH2:11][CH:12]([C:16]2[CH:17]=[CH:18][C:19]3[O:24][CH2:23][C:22](=[O:25])[N:21]([CH2:26][C:27]#[CH:28])[C:20]=3[CH:29]=2)[CH2:13][C:14]=1[OH:15])[CH2:6][CH3:7])[CH3:33] |f:2.3,4.5|. Procedure details: To 50 mL of methyl sulfoxide were added in sequence 2.2 g (6.2 mmol ) of 2-propionyl-3-hydroxy-5-(N-(2-propynyl)-3-oxo-(2H)-1,4-benzoxazin-6-yl)cyclohex-2-en-1-one, 0.70 g (7.4 mmol) of ethoxyamine hydrochloride and 0.60 g (7.3 mmol) of anhydrous sodium acetate. The resulting mixture was stirred at ambient temperature for 3.5 hours. The reaction mixture was then diluted with 400 mL of 0.2N HCl and extracted four times with 20 mL portions of dichloromethane. The extracts were combined, washed wit... The reactants are ONC(CC1=CC(=CC=C1)I)=N (N-hydroxy-2-(3-iodo-phenyl)-acetamidine), IC1=CC=C(C=C1)CC#N ((4-iodo-phenyl)-acetonitrile). Yields the product ONC(CC1=CC=C(C=C1)I)=N (N-hydroxy-2-(4-iodo-phenyl)-acetamidine). RXN SMILES: [OH:1][NH:2][C:3](=[NH:12])[CH2:4][C:5]1[CH:10]=[CH:9][CH:8]=[C:7](I)[CH:6]=1.[I:13]C1C=CC(CC#N)=CC=1>>[OH:1][NH:2][C:3](=[NH:12])[CH2:4][C:5]1[CH:10]=[CH:9][C:8]([I:13])=[CH:7][CH:6]=1. Reported procedure: The title compound is prepared essentially as described for N-hydroxy-2-(3-iodo-phenyl)-acetamidine, employing (4-iodo-phenyl)-acetonitrile. LC-MS (m/e): 277 (M+1).